This data is from the Open Reaction Database (ORD), a public repository of structured organic reaction records. The task is: describe an organic reaction: reactants, conditions, products, and yield Starting materials: BrN1C(CCC1=O)=O (N-Bromosuccinimide), N1(CCC2=CC=CC=C12)C1=C(C=C(C=C1)Br)NC(=O)N1CCN(CC1)C (N-[2-(indolin-1-yl)-5-bromophenyl]-4-methyl-1-piperazinecarboxamide), ClCCl (dichloromethane). Run in CN(C=O)C (dimethylformamide). Conditions: temperature 60 celsius, time 15 minute. The product is BrC=1C=C2CCN(C2=CC1)C1=C(C=C(C=C1)Br)NC(=O)N1CCN(CC1)C (N-[2-(5-bromoindolin-1-yl)-5-bromophenyl]-4-methyl-1-piperazinecarboxamide). The yield is 80.9%. As a reaction SMILES: [Br:1]N1C(=O)CCC1=O.[N:9]1([C:18]2[CH:23]=[CH:22][C:21]([Br:24])=[CH:20][C:19]=2[NH:25][C:26]([N:28]2[CH2:33][CH2:32][N:31]([CH3:34])[CH2:30][CH2:29]2)=[O:27])[C:17]2[C:12](=[CH:13][CH:14]=[CH:15][CH:16]=2)[CH2:11][CH2:10]1.ClCCl>CN(C)C=O>[Br:1][C:14]1[CH:13]=[C:12]2[C:17](=[CH:16][CH:15]=1)[N:9]([C:18]1[CH:23]=[CH:22][C:21]([Br:24])=[CH:20][C:19]=1[NH:25][C:26]([N:28]1[CH2:29][CH2:30][N:31]([CH3:34])[CH2:32][CH2:33]1)=[O:27])[CH2:10][CH2:11]2. Procedure details: N-Bromosuccinimide (2.6 g, 14.5 mmoles) was added to a solution of N-[2-(indolin-1-yl)-5-bromophenyl]-4-methyl-1-piperazinecarboxamide (5.0 g, 12.0 mmoles) in dimethylformamide (50 ml). The solution was stirred at room temperature for 15 minutes and at 60° C. for 15 minutes. The solution was cooled and poured into dichloromethane (500 ml). The layers were separated and the organic phase was washed with water (3×500 ml), brine (500 ml), and dried over anhydrous sodium sulfate. The mixture was fil... Product: BrC1=CC=C(C=C1)C1=CC=C(C=C1)OCCCCCCC (4-bromo-4′-heptyloxybiphenyl). Procedure details: To a stirred solution of 4-bromo-4′-hydroxybiphenyl (5.05 g, 20.2 mmol) in DMF (100 ml) were added K2CO3 (4.20 g, 30.4 mmol) and 1 -bromoheptane (4.14 ml, 26.4 mmol), and then the mixture was heated at 80° C. After being stirred at 80° C. for 20 h, the mixture was cooled to room temperature. The mixture was diluted with Et2O (250 ml) and then the solution was washed with sat. brine (150 ml×2). The organic layer was dried over anhydrous Na2SO4 and concentrated in vacuo. The residue was recrystall... Run in CN(C)C=O (DMF), CCOCC (Et2O). Reaction SMILES: [Br:1][C:2]1[CH:7]=[CH:6][C:5]([C:8]2[CH:13]=[CH:12][C:11]([OH:14])=[CH:10][CH:9]=2)=[CH:4][CH:3]=1.C([O-])([O-])=O.[K+].[K+].Br[CH2:22][CH2:23][CH2:24][CH2:25][CH2:26][CH2:27][CH3:28]>CN(C=O)C.CCOCC>[Br:1][C:2]1[CH:3]=[CH:4][C:5]([C:8]2[CH:13]=[CH:12][C:11]([O:14][CH2:22][CH2:23][CH2:24][CH2:25][CH2:26][CH2:27][CH3:28])=[CH:10][CH:9]=2)=[CH:6][CH:7]=1 |f:1.2.3|. Reactants: BrC1=CC=C(C=C1)C1=CC=C(C=C1)O (4-bromo-4′-hydroxybiphenyl), C(=O)([O-])[O-].[K+].[K+] (K2CO3), BrCCCCCCC (1 -bromoheptane). Run at temperature 80 celsius, time 20 hour. Isolated yield 88.5%. Reactants: [BH4-], CO, CC(=O)O, O=C(CN1CCN(C(c2ccccc2)c2ccccc2)CC1)c1ccc(Cl)c([N+](=O)[O-])c1, Cl, Cl, [Na+], O. Product: O=[N+]([O-])c1cc(C(O)CN2CCN(C(c3ccccc3)c3ccccc3)CC2)ccc1Cl. As a reaction SMILES: [BH4-:37].[CH3:35][OH:36].[CH3:39][C:40](=[O:41])[OH:42].[Cl:3][c:4]1[c:5]([N+:32](=[O:33])[O-:34])[cH:6][c:7]([C:10]([CH2:11][N:12]2[CH2:13][CH2:14][N:15]([CH:18]([c:19]3[cH:20][cH:21][cH:22][cH:23][cH:24]3)[c:25]3[cH:26][cH:27][cH:28][cH:29][cH:30]3)[CH2:16][CH2:17]2)=[O:31])[cH:8][cH:9]1.[ClH:1].[ClH:2].[Na+:38].[OH2:43]>>[Cl:3][c:4]1[c:5]([N+:32](=[O:33])[O-:34])[cH:6][c:7]([CH:10]([CH2:11][N:12]2[CH2:13][CH2:14][N:15]([CH:18]([c:19]3[cH:20][cH:21][cH:22][cH:23][cH:24]3)[c:25]3[cH:26][cH:27][cH:28][cH:29][cH:30]3)[CH2:16][CH2:17]2)[OH:31])[cH:8][cH:9]1. The reactants are CC=1N=C2N(C(C1)=O)C=C(S2)C(=O)OC (7-methyl-5-oxo-5H-thiazolo[3,2-a]pyrimidine-2-carboxylic acid, methyl ester), S(=O)(=O)(Cl)Cl (sulfuryl chloride), C(=O)(O)[O-].[Na+] (NaHCO3), ice water. Solvent: ClC(C)Cl (dichloroethane). Run at time 30 minute. Yields the product ClC1=C(N=C2N(C1=O)C=C(S2)C(=O)OC)C (6-chloro-7-methyl-5-oxo-5H-thiazolo[3,2-a]pyrimidine-2-carboxylic acid, methyl ester). Isolated yield 67.5%. Reaction SMILES: [CH3:1][C:2]1[N:3]=[C:4]2[S:11][C:10]([C:12]([O:14][CH3:15])=[O:13])=[CH:9][N:5]2[C:6](=[O:8])[CH:7]=1.S(Cl)([Cl:19])(=O)=O.C([O-])(O)=O.[Na+]>ClC(Cl)C>[Cl:19][C:7]1[C:6](=[O:8])[N:5]2[CH:9]=[C:10]([C:12]([O:14][CH3:15])=[O:13])[S:11][C:4]2=[N:3][C:2]=1[CH3:1] |f:2.3|. Reported procedure: 7-methyl-5-oxo-5H-thiazolo[3,2-a]pyrimidine-2-carboxylic acid, methyl ester (5.5 g; m.p. 146°-148° C.), prepared according to Example 1, was reacted with sulfuryl chloride (3.6 g) in dichloroethane (150 ml) under stirring at room temperature for 30 minutes. The reaction mixture was poured into ice water containing NaHCO3 : the organic phase was separated and evaporated in vacuo to dryness: crystallization from methanol gave 6-chloro-7-methyl-5-oxo-5H-thiazolo[3,2-a]pyrimidine-2-carboxylic acid, ... The reactants are C(=O)[C@H]1CN(C[C@@H]1C1=CC=CC=C1)[C@@H](C(=O)OCC1=CC=C(C=C1)OC)C1CCCCC1 (2-(R)-(3-(R)-Formyl-4-(S)-phenylpyrrolidin-1-yl)-2-(cyclohexyl)acetic acid, (4-methoxy)benzyl ester), N1=C(C=NC2=CC=CC=C12)CCCC1CCNCC1 (4-(3-(quinoxalin-2-yl)propyl)piperidine), C(=O)(C(F)(F)F)O (TFA). The yield is 115.7%. Reported procedure: The title compound was prepared from 50 mg (0.12 mmol) of 2-(R)-(3-(R)-formyl-4-(S)-phenylpyrrolidin-1-yl)-2-(cyclohexyl)acetic acid, (4-methoxy)benzyl ester (from EXAMPLE 33, Step E) and 55 mg (015 mmol) of 4-(3-(quinoxalin-2-yl)propyl)piperidine.2 TFA (from EXAMPLE 73, Step A) using a procedure analogous to that described in EXAMPLE 71, Step A. Flash chromatography using 19:1 v/v CH2Cl2/MeOH afforded 77 mg (100%) of the title compound: 1H NMR (500 MHz) 80.83-3.36(35H), 3.81 (s, 3H), 5.11 (ABq,... Yields the product N1=C(C=NC2=CC=CC=C12)CCCC1CCN(CC1)C[C@H]1CN(C[C@@H]1C1=CC=CC=C1)[C@@H](C(=O)O)C1CCCCC1 (2-(R)-(3-(S)-((4-(3-(Quinoxalin-2-yl)propyl)piperidin-1-yl)methyl)-4-(S)-phenylpyrrolidin-1-yl)-2-(cyclohexyl)acetic acid). As a reaction SMILES: [CH:1]([C@@H:3]1[C@@H:7]([C:8]2[CH:13]=[CH:12][CH:11]=[CH:10][CH:9]=2)[CH2:6][N:5]([C@H:14]([CH:27]2[CH2:32][CH2:31][CH2:30][CH2:29][CH2:28]2)[C:15]([O:17]CC2C=CC(OC)=CC=2)=[O:16])[CH2:4]1)=O.[N:33]1[C:42]2[C:37](=[CH:38][CH:39]=[CH:40][CH:41]=2)[N:36]=[CH:35][C:34]=1[CH2:43][CH2:44][CH2:45][CH:46]1[CH2:51][CH2:50][NH:49][CH2:48][CH2:47]1.C(O)(C(F)(F)F)=O>C(Cl)Cl.CO>[N:33]1[C:42]2[C:37](=[CH:38][CH:39]=[CH:40][CH:41]=2)[N:36]=[CH:35][C:34]=1[CH2:43][CH2:44][CH2:45][CH:46]1[CH2:51][CH2:50][N:49]([CH2:1][C@@H:3]2[C@@H:7]([C:8]3[CH:9]=[CH:10][CH:11]=[CH:12][CH:13]=3)[CH2:6][N:5]([C@H:14]([CH:27]3[CH2:32][CH2:31][CH2:30][CH2:29][CH2:28]3)[C:15]([OH:17])=[O:16])[CH2:4]2)[CH2:48][CH2:47]1 |f:3.4|. Run in C(Cl)Cl.CO (CH2Cl2 MeOH).